Dataset: the Open Reaction Database (ORD), a public repository of structured organic reaction records. Task: describe an organic reaction: reactants, conditions, products, and yield The reactants are C1=C(C=CC2=CC=CC=C12)OC[C@H]1CN(CC1)C(=O)OC(C)(C)C (tert-butyl (R)-3-(naphth-2-yloxymethyl)pyrrolidine-1-carboxylate), FC(C(=O)O)(F)F (trifluoroacetic acid). The product is C1=C(C=CC2=CC=CC=C12)OC[C@H]1CNCC1 ((R)-3-(naphth-2-yloxymethyl)pyrrolidine). The yield is 98.9%. Reaction SMILES: [CH:1]1[C:10]2[C:5](=[CH:6][CH:7]=[CH:8][CH:9]=2)[CH:4]=[CH:3][C:2]=1[O:11][CH2:12][C@@H:13]1[CH2:17][CH2:16][N:15](C(OC(C)(C)C)=O)[CH2:14]1.FC(F)(F)C(O)=O>>[CH:1]1[C:10]2[C:5](=[CH:6][CH:7]=[CH:8][CH:9]=2)[CH:4]=[CH:3][C:2]=1[O:11][CH2:12][C@@H:13]1[CH2:17][CH2:16][NH:15][CH2:14]1. Procedure: The procedure is the same as for Example 2 (Stage 2.2) starting from 1.75 g (5.34 mmol) of tert-butyl (R)-3-(naphth-2-yloxymethyl)pyrrolidine-1-carboxylate and 5.00 ml (67.31 mmol) of trifluoroacetic acid. 1.20 g of product are obtained in the form of an oil.